Dataset: the Open Reaction Database (ORD), a public repository of structured organic reaction records. Task: describe an organic reaction: reactants, conditions, products, and yield Reactants: C(C)(C)(C)OC(=O)N1CCN(CCC1)C1=NC2=C(N1CCOCC(F)(F)F)C=CC=C2 (1-t-butoxycarbonyl-4-(1-(2-(2,2,2-trifluoroethoxy)ethyl)-1H-benzimidazol-2-yl)[1,4]diazepane), I (hydriodic acid), C(C)OCC (diethyl ether). Solvent: CO (methanol). Reaction conditions: time 4 hour. The product is I.FC(COCCN1C(=NC2=C1C=CC=C2)N2CCNCCC2)(F)F (4-(1-(2-(2,2,2-trifluoroethoxy)ethyl)-1H-benzimidazol-2-yl)[1,4]diazepane hydriodic acid salt). RXN SMILES: C(OC([N:8]1[CH2:14][CH2:13][CH2:12][N:11]([C:15]2[N:19]([CH2:20][CH2:21][O:22][CH2:23][C:24]([F:27])([F:26])[F:25])[C:18]3[CH:28]=[CH:29][CH:30]=[CH:31][C:17]=3[N:16]=2)[CH2:10][CH2:9]1)=O)(C)(C)C.[IH:32].C(OCC)C>CO>[IH:32].[F:27][C:24]([F:25])([F:26])[CH2:23][O:22][CH2:21][CH2:20][N:19]1[C:18]2[CH:28]=[CH:29][CH:30]=[CH:31][C:17]=2[N:16]=[C:15]1[N:11]1[CH2:12][CH2:13][CH2:14][NH:8][CH2:9][CH2:10]1 |f:4.5|. Procedure details: Combine 1-t-butoxycarbonyl-4-(1-(2-(2,2,2-trifluoroethoxy)ethyl)-1H-benzimidazol-2-yl)[1,4]diazepane (0.47 g, 1.1 mmol) and aqueous hydriodic acid (0.70 mL, 9,42 mmol) in methanol (10 mL). After 4 hours, evaporate to remove most of the methanol to give a residue. Combine the residue and diethyl ether (50 mL) and stir to give a solid. Collect the solid by filtration to give, after drying, the title compound: Rf =0.39 (silica gel, 10% methanol/dichloromethane/5% acetic acid). The reactants are [Al+3], [Cl-], [Cl-], [Cl-], ClCCl, COc1cc(I)c(C(C)=O)cc1OC(C)C. Yields the product COc1cc(I)c(C(C)=O)cc1O. RXN SMILES: [Al+3:18].[Cl-:17].[Cl-:19].[Cl-:20].[Cl:21][CH2:22][Cl:23].[I:1][c:2]1[c:3]([C:14]([CH3:15])=[O:16])[cH:4][c:5]([O:10][CH:11]([CH3:12])[CH3:13])[c:6]([O:8][CH3:9])[cH:7]1>>[I:1][c:2]1[c:3]([C:14]([CH3:15])=[O:16])[cH:4][c:5]([OH:10])[c:6]([O:8][CH3:9])[cH:7]1.